Dataset: the Open Reaction Database (ORD), a public repository of structured organic reaction records. Task: describe an organic reaction: reactants, conditions, products, and yield The reactants are ClC=1C=C(C=CC1Cl)C(CC(C(F)(F)F)=O)=O (1-(3,4-dichloro-phenyl)-4,4,4-trifluoro-butane-1,3-dione), 3,4-dichloro-acetophenone, NC1=NNC=C1C#N (3-amino-4-cyano-pyrazole). The product is ClC=1C=C(C=CC1Cl)C1=NC=2N(C(=C1)C(F)(F)F)N=CC2C#N (5-(3,4-Dichloro-phenyl)-7-trifluoromethyl-pyrazolo[1,5-a]pyrimidine-3-carbonitrile). Yield: 39.2%. RXN SMILES: [Cl:1][C:2]1[CH:3]=[C:4]([C:9](=O)[CH2:10][C:11](=O)[C:12]([F:15])([F:14])[F:13])[CH:5]=[CH:6][C:7]=1[Cl:8].[NH2:18][C:19]1[C:23]([C:24]#[N:25])=[CH:22][NH:21][N:20]=1>>[Cl:1][C:2]1[CH:3]=[C:4]([C:9]2[CH:10]=[C:11]([C:12]([F:15])([F:14])[F:13])[N:20]3[N:21]=[CH:22][C:23]([C:24]#[N:25])=[C:19]3[N:18]=2)[CH:5]=[CH:6][C:7]=1[Cl:8]. Procedure details: Reaction of 1-(3,4-dichloro-phenyl)-4,4,4-trifluoro-butane-1,3-dione (285 mg, 1.0 mmol), prepared from commercially available 3,4-dichloro-acetophenone according to general procedure A, and 3-amino-4-cyano-pyrazole (108 mg, 1.0 mmol) according to general procedure B yielded the title compound as a yellow solid (140 mg, 39%). MS (ISP) 356.9 [(M+H)+]; mp 206° C. Run in FC(C(=O)O)(F)F (trifluoroacetic acid). The product is ClC1=C(C=CC=C1)C1=C2CNC(N(C2=CC(=C1)NS(=O)(=O)C=1N=CN(C1)C)C1=C(C=CC=C1Cl)Cl)=O (N-[5-(2-chlorophenyl)-1-(2,6-dichlorophenyl)-2-oxo-1,2,3,4-tetrahydroquinazolin-7-yl]-1-methyl-1H-imidazole-4-sulfonamide). Procedure details: A solution of N-[5-(2-chlorophenyl)-1-(2,6-dichlorophenyl)-3-(4-methoxybenzyl)-2-oxo-1,2,3,4-tetrahydroquinazolin-7-yl]-1-methyl-1H-imidazole-4-sulfonamide (114 mg, 0.17 mmol) in 1.5 mL of trifluoroacetic acid was stirred at rt overnight. The resulting reaction mixture was concentrated under reduced pressure, diluted with CH2Cl2 and washed with saturated aqueous NaHCO3 followed by brine. The organic layer was dried with Na2SO4 and concentrated under reduced pressure. The crude solid was purified... Reactants: ClC1=C(C=CC=C1)C1=C2CN(C(N(C2=CC(=C1)NS(=O)(=O)C=1N=CN(C1)C)C1=C(C=CC=C1Cl)Cl)=O)CC1=CC=C(C=C1)OC (N-[5-(2-chlorophenyl)-1-(2,6-dichlorophenyl)-3-(4-methoxybenzyl)-2-oxo-1,2,3,4-tetrahydroquinazolin-7-yl]-1-methyl-1H-imidazole-4-sulfonamide). As a reaction SMILES: [Cl:1][C:2]1[CH:7]=[CH:6][CH:5]=[CH:4][C:3]=1[C:8]1[CH:17]=[C:16]([NH:18][S:19]([C:22]2[N:23]=[CH:24][N:25]([CH3:27])[CH:26]=2)(=[O:21])=[O:20])[CH:15]=[C:14]2[C:9]=1[CH2:10][N:11](CC1C=CC(OC)=CC=1)[C:12](=[O:36])[N:13]2[C:28]1[C:33]([Cl:34])=[CH:32][CH:31]=[CH:30][C:29]=1[Cl:35]>FC(F)(F)C(O)=O>[Cl:1][C:2]1[CH:7]=[CH:6][CH:5]=[CH:4][C:3]=1[C:8]1[CH:17]=[C:16]([NH:18][S:19]([C:22]2[N:23]=[CH:24][N:25]([CH3:27])[CH:26]=2)(=[O:21])=[O:20])[CH:15]=[C:14]2[C:9]=1[CH2:10][NH:11][C:12](=[O:36])[N:13]2[C:28]1[C:29]([Cl:35])=[CH:30][CH:31]=[CH:32][C:33]=1[Cl:34]. Reactants: BrC1=CC=C(C=C1)C(CN1C(=NC(=C1)[N+](=O)[O-])Cl)(CC=C)O (2-(4-Bromo-phenyl)-1-(2-chloro-4-nitro-imidazol-1-yl)-pent-4-en-2-ol), C(=O)([O-])[O-].[Cs+].[Cs+] (Cs2CO3). Solvent: CN(C)C=O (DMF). Run at temperature 50 celsius, time 2 hour. Product: C(C=C)C1(CN2C(O1)=NC(=C2)[N+](=O)[O-])C2=CC=C(C=C2)Br (2-Allyl-2-(4-bromo-phenyl)-6-nitro-2,3-dihydro-imidazo[2,1-b]oxazole). RXN SMILES: [Br:1][C:2]1[CH:7]=[CH:6][C:5]([C:8]([OH:22])([CH2:19][CH:20]=[CH2:21])[CH2:9][N:10]2[CH:14]=[C:13]([N+:15]([O-:17])=[O:16])[N:12]=[C:11]2Cl)=[CH:4][CH:3]=1.C([O-])([O-])=O.[Cs+].[Cs+]>CN(C=O)C>[CH2:19]([C:8]1([C:5]2[CH:6]=[CH:7][C:2]([Br:1])=[CH:3][CH:4]=2)[O:22][C:11]2=[N:12][C:13]([N+:15]([O-:17])=[O:16])=[CH:14][N:10]2[CH2:9]1)[CH:20]=[CH2:21] |f:1.2.3|. Reported procedure: To a solution of crude 2-(4-Bromo-phenyl)-1-(2-chloro-4-nitro-imidazol-1-yl)-pent-4-en-2-ol in DMF (48 mL) was added Cs2CO3 (2.84 g, 8.7 mmol) and stirred for 2 h at 50° C. The reaction mixture was cooled to rt, quenched with water, diluted with EtOAC and washed with brine and water. The organic layers were separated, dried (MgSO4) and concentrated. The concentrates were recrystallized with EuOAc to provide 270 mg of white solid. 1H NMR (400 MHz, DMSO-d) 68.11 (s, 1H), 7.64 (m, 2H), 7.38 (m, 2H)... The reactants are Cl.COC([C@@H](N)CC1=CC=CC=C1)=O (phenylalanine methyl ester hydrochloride), C(Cl)(Cl)Cl (chloroform), ClC(=O)OC1(CCC1)C (1-Methylcyclobutyl chloroformate). Solvent: C(C)N(CC)CC (triethylamine), C(C)N(CC)CC (triethylamine). Conditions: time 8 hour. The product is COC([C@@H](NC(=O)OC1(CCC1)C)CC1=CC=CC=C1)=O (N-(1-methylcyclobutyloxycarbonyl)-phenylalanine methyl ester). RXN SMILES: Cl.[CH3:2][O:3][C:4](=[O:14])[C@H:5]([CH2:7][C:8]1[CH:13]=[CH:12][CH:11]=[CH:10][CH:9]=1)[NH2:6].C(Cl)(Cl)Cl.Cl[C:20]([O:22][C:23]1([CH3:27])[CH2:26][CH2:25][CH2:24]1)=[O:21]>C(N(CC)CC)C>[CH3:2][O:3][C:4](=[O:14])[C@H:5]([CH2:7][C:8]1[CH:13]=[CH:12][CH:11]=[CH:10][CH:9]=1)[NH:6][C:20]([O:22][C:23]1([CH3:27])[CH2:26][CH2:25][CH2:24]1)=[O:21] |f:0.1|. Procedure: A suspension of 171 mg. (0.74 mM) of phenylalanine methyl ester hydrochloride in 10 ml. of chloroform is cooled to 0°C. and the pH adjusted to 8 by addition of triethylamine. 1-Methylcyclobutyl chloroformate 1.5 mM is added portion-wise at 0°C. and the pH of the reaction is maintained at 8 by addition of triethylamine. Upon completion of the addition, the reaction is stirred overnight at 20°-25°C. The reaction solution is washed successively with 10 ml. portions of a saturated sodium bicarbonate... Starting materials: C1(=CC=CC=C1)OC(NC=1C(=NC(=C(C1)CC)C)OC)=O (Phenyl-N-(5-ethyl-2-methoxy-6-methylpyridin-3-yl)carbamate), C1(=CC=CC2=CC=CC=C12)N1CCNCC1 (1-(1-naphthyl)piperazine). Yields the product C(C)C=1C=C(C(=NC1C)OC)NC(=O)N1CCN(CC1)C1=CC=CC2=CC=CC=C12 (1-[(5-ethyl-2-methoxy-6-methylpyridin-3-yl)aminocarbonyl]-4-(1-naphthyl)piperazine). The yield is 63.0%. As a reaction SMILES: C1(O[C:8](=[O:21])[NH:9][C:10]2[C:11]([O:19][CH3:20])=[N:12][C:13]([CH3:18])=[C:14]([CH2:16][CH3:17])[CH:15]=2)C=CC=CC=1.[C:22]1([N:32]2[CH2:37][CH2:36][NH:35][CH2:34][CH2:33]2)[C:31]2[C:26](=[CH:27][CH:28]=[CH:29][CH:30]=2)[CH:25]=[CH:24][CH:23]=1>>[CH2:16]([C:14]1[CH:15]=[C:10]([NH:9][C:8]([N:35]2[CH2:34][CH2:33][N:32]([C:22]3[C:31]4[C:26](=[CH:27][CH:28]=[CH:29][CH:30]=4)[CH:25]=[CH:24][CH:23]=3)[CH2:37][CH2:36]2)=[O:21])[C:11]([O:19][CH3:20])=[N:12][C:13]=1[CH3:18])[CH3:17]. Reported procedure: Phenyl-N-(5-ethyl-2-methoxy-6-methylpyridin-3-yl)carbamate and 1-(1-naphthyl)piperazine were reacted by the same way with the example 1 to obtain the titled compound.